Dataset: the Open Reaction Database (ORD), a public repository of structured organic reaction records. Task: describe an organic reaction: reactants, conditions, products, and yield Starting materials: COC=1C=C(CC2N(CCCC3=C2C=C(C(=C3)OC)OC)C(C(=O)O)C3=CC=CC=C3)C=CC1OC ([1-(3,4-dimethoxy-benzyl)-7,8-dimethoxy-1,3,4,5-tetrahydro-benzo[c]azepin-2-yl]-phenyl-acetic acid), C1(CC1)N (cyclopropylamine). The product is C1(CC1)NC(C(C1=CC=CC=C1)N1C(C2=C(CCC1)C=C(C(=C2)OC)OC)CC2=CC(=C(C=C2)OC)OC)=O (N-Cyclopropyl-2-[1-(3,4-dimethoxy-benzyl)-7,8-dimethoxy-1,3,4,5-tetrahydro-benzo[c]azepin-2-yl]-2-phenyl-acetamide). As a reaction SMILES: [CH3:1][O:2][C:3]1[CH:4]=[C:5]([CH:32]=[CH:33][C:34]=1[O:35][CH3:36])[CH2:6][CH:7]1[C:13]2[CH:14]=[C:15]([O:20][CH3:21])[C:16]([O:18][CH3:19])=[CH:17][C:12]=2[CH2:11][CH2:10][CH2:9][N:8]1[CH:22]([C:26]1[CH:31]=[CH:30][CH:29]=[CH:28][CH:27]=1)[C:23](O)=[O:24].[CH:37]1([NH2:40])[CH2:39][CH2:38]1>>[CH:37]1([NH:40][C:23](=[O:24])[CH:22]([N:8]2[CH2:9][CH2:10][CH2:11][C:12]3[CH:17]=[C:16]([O:18][CH3:19])[C:15]([O:20][CH3:21])=[CH:14][C:13]=3[CH:7]2[CH2:6][C:5]2[CH:32]=[CH:33][C:34]([O:35][CH3:36])=[C:3]([O:2][CH3:1])[CH:4]=2)[C:26]2[CH:31]=[CH:30][CH:29]=[CH:28][CH:27]=2)[CH2:39][CH2:38]1. Procedure details: prepared by reaction of [1-(3,4-dimethoxy-benzyl)-7,8-dimethoxy-1,3,4,5-tetrahydro-benzo[c]azepin-2-yl]-phenyl-acetic acid with cyclopropylamine. The reactants are CCBr, C1CCOC1, CCN(C(C)C)C(C)C, ClCCl, FC(F)(F)c1ccccc1-c1ccc(CN2CCNC(c3ccccc3)C2)cc1. Yields the product CCN1CCN(Cc2ccc(-c3ccccc3C(F)(F)F)cc2)CC1c1ccccc1. Reaction SMILES: [Br:39][CH2:40][CH3:41].[CH2:42]1[O:43][CH2:44][CH2:45][CH2:46]1.[CH:30]([CH3:31])([N:32]([CH2:33][CH3:34])[CH:35]([CH3:36])[CH3:37])[CH3:38].[Cl:47][CH2:48][Cl:49].[c:1]1([CH:7]2[CH2:8][N:9]([CH2:13][c:14]3[cH:15][cH:16][c:17](-[c:20]4[c:21]([C:26]([F:27])([F:28])[F:29])[cH:22][cH:23][cH:24][cH:25]4)[cH:18][cH:19]3)[CH2:10][CH2:11][NH:12]2)[cH:2][cH:3][cH:4][cH:5][cH:6]1>>[c:1]1([CH:7]2[CH2:8][N:9]([CH2:13][c:14]3[cH:15][cH:16][c:17](-[c:20]4[c:21]([C:26]([F:27])([F:28])[F:29])[cH:22][cH:23][cH:24][cH:25]4)[cH:18][cH:19]3)[CH2:10][CH2:11][N:12]2[CH2:30][CH3:31])[cH:2][cH:3][cH:4][cH:5][cH:6]1.